From a dataset of the Open Reaction Database (ORD), a public repository of structured organic reaction records. describe an organic reaction: reactants, conditions, products, and yield Reactants: CC(C)(C)c1ccc(-c2cn3c(Br)cccc3n2)cc1, C1CNCCN1, CS(C)=O, CCOC(C)=O. The product is CC(C)(C)c1ccc(-c2cn3c(N4CCNCC4)cccc3n2)cc1. Reaction SMILES: [Br:1][c:2]1[cH:3][cH:4][cH:5][c:6]2[n:7]1[cH:8][c:9](-[c:11]1[cH:12][cH:13][c:14]([C:17]([CH3:18])([CH3:19])[CH3:20])[cH:15][cH:16]1)[n:10]2.[CH2:21]1[CH2:22][NH:23][CH2:24][CH2:25][NH:26]1.[CH3:27][S:28]([CH3:29])=[O:30].[CH3:31][CH2:32][O:33][C:34](=[O:35])[CH3:36]>>[c:2]1([N:23]2[CH2:22][CH2:21][NH:26][CH2:25][CH2:24]2)[cH:3][cH:4][cH:5][c:6]2[n:7]1[cH:8][c:9](-[c:11]1[cH:12][cH:13][c:14]([C:17]([CH3:18])([CH3:19])[CH3:20])[cH:15][cH:16]1)[n:10]2. RXN SMILES: [C:1]([C:4]1[C:5](I)=[N:6][N:7]2[CH2:12][CH2:11][N:10]([C:13]([O:15][C:16]([CH3:19])([CH3:18])[CH3:17])=[O:14])[CH2:9][C:8]=12)(=[O:3])[NH2:2].[Cl:21][C:22]1[CH:23]=[C:24](B(O)O)[CH:25]=[CH:26][C:27]=1[F:28].[O-]P([O-])([O-])=O.[K+].[K+].[K+]>O1CCOCC1.O.C1C=CC(P(C2C=CC=CC=2)[C-]2C=CC=C2)=CC=1.C1C=CC(P(C2C=CC=CC=2)[C-]2C=CC=C2)=CC=1.Cl[Pd]Cl.[Fe+2].C(Cl)Cl>[C:1]([C:4]1[C:5]([C:24]2[CH:25]=[CH:26][C:27]([F:28])=[C:22]([Cl:21])[CH:23]=2)=[N:6][N:7]2[CH2:12][CH2:11][N:10]([C:13]([O:15][C:16]([CH3:19])([CH3:18])[CH3:17])=[O:14])[CH2:9][C:8]=12)(=[O:3])[NH2:2] |f:2.3.4.5,8.9.10.11.12|. Procedure: To a stirred solution of Intermediate 156C (5 g, 12.7 mmol), (3-chloro-4-fluorophenyl)boronic acid (3.33 g, 19.12 mmol) in 1,4-dioxane (75 mL) and water (7.5 mL) was added and K3PO4 (8.12 g, 38.2 mmol) and the reaction mixture was purged with nitrogen for 5 min PdCl2(dppf)-CH2Cl2 (0.521 g, 0.637 mmol) was added and the reaction mixture was stirred at 80° C. for 12 h. The reaction mixture was diluted with water (75 mL) and extracted with EtOAc (3×75 mL). The combined organic layer was washed with... Solvent: O1CCOCC1 (1,4-dioxane), O (water), O (water). Run at temperature 80 celsius, time 12 hour. Starting materials: [O-]P(=O)([O-])[O-].[K+].[K+].[K+] (K3PO4), C(N)(=O)C=1C(=NN2C1CN(CC2)C(=O)OC(C)(C)C)I (tert-Butyl 3-carbamoyl-2-iodo-6,7-dihydropyrazolo[1,5-a]pyrazine-5(4H)-carboxylate), ClC=1C=C(C=CC1F)B(O)O ((3-chloro-4-fluorophenyl)boronic acid). Product: C(N)(=O)C=1C(=NN2C1CN(CC2)C(=O)OC(C)(C)C)C2=CC(=C(C=C2)F)Cl (tert-Butyl 3-carbamoyl-2-(3-chloro-4-fluorophenyl)-6,7-dihydropyrazolo[1,5-a]pyrazine-5(4H)-carboxylate). Isolated yield 83.8%. Reagents/catalysts: C1=CC=C(C=C1)P([C-]2C=CC=C2)C3=CC=CC=C3.C1=CC=C(C=C1)P([C-]2C=CC=C2)C3=CC=CC=C3.Cl[Pd]Cl.[Fe+2].C(Cl)Cl (PdCl2(dppf) CH2Cl2). The reactants are C1CCOC1, CC(=O)c1ccccc1, OCCNCCO. Product: CC(O)c1ccccc1. Reaction SMILES: [CH2:17]1[O:18][CH2:19][CH2:20][CH2:21]1.[CH3:1][C:2](=[O:3])[c:4]1[cH:5][cH:6][cH:7][cH:8][cH:9]1.[OH:10][CH2:11][CH2:12][NH:13][CH2:14][CH2:15][OH:16]>>[CH3:1][CH:2]([OH:3])[c:4]1[cH:5][cH:6][cH:7][cH:8][cH:9]1. Reactants: C(C)[C@@H]1[C@H](N1C(=O)OC(C)(C)C)C(=O)OC ((2S,3R)-1-tert-butyl 2-methyl 3-ethylaziridine-1,2-dicarboxylate), B(F)(F)F.O(CC)CC (BF3 OEt2), C[C@H](CCC=C)O ((R)-hex-5-en-2-ol). Solvent: C(Cl)Cl (CH2Cl2), C(Cl)Cl (CH2Cl2). Run at time 16 hour. The product is C(C)(C)(C)OC(=O)N[C@H](C(=O)OC)[C@H](CC)O[C@H](C)CCC=C ((2S,3S)-methyl 2-((tert-butoxycarbonyl)amino)-3-((R)-hex-5-en-2-yloxy)pentanoate). Isolated yield 42.8%. As a reaction SMILES: [CH2:1]([C@H:3]1[N:5]([C:6]([O:8][C:9]([CH3:12])([CH3:11])[CH3:10])=[O:7])[C@@H:4]1[C:13]([O:15][CH3:16])=[O:14])[CH3:2].[CH3:17][C@@H:18]([OH:23])[CH2:19][CH2:20][CH:21]=[CH2:22].B(F)(F)F.O(CC)CC>C(Cl)Cl>[C:9]([O:8][C:6]([NH:5][C@@H:4]([C@@H:3]([O:23][C@@H:18]([CH2:19][CH2:20][CH:21]=[CH2:22])[CH3:17])[CH2:1][CH3:2])[C:13]([O:15][CH3:16])=[O:14])=[O:7])([CH3:12])([CH3:11])[CH3:10] |f:2.3|. Procedure: To a round-bottom flask equipped with a stir bar was added (2S,3R)-1-tert-butyl 2-methyl 3-ethylaziridine-1,2-dicarboxylate (691, 3.02 mmol) and CH2Cl2 (12 mL). To the solution was added (R)-hex-5-en-2-ol (363 mg, 3.62 mmol), then BF3-OEt2 (1.0M in CH2Cl2, 0.30 mL). The solution was stirred at room temperature for 16 h. The solution was transfered to a separatory funnel and was diluted with CH2Cl2, then the solution was washed with aq. saturated NaHCO3; then brine. The organic phase was dried ov... Starting materials: C(C)(=O)O (acetic acid), C(C)C1=NN2C(C(=CC=C2C2=C(C=C(C=C2C)C)OC)OC)=C1[N+](=O)[O-] (2-Ethyl-4-methoxy-7-(2-methoxy-4,6-dimethylphenyl)-3-nitropyrazolo[1,5-a]pyridine). The reagents and catalysts are [Zn] (zinc). Run at temperature 60 celsius. Solvent: C(C)O (ethanol), O (water). Reaction SMILES: [CH2:1]([C:3]1[C:23]([N+:24]([O-])=O)=[C:6]2[C:7]([O:21][CH3:22])=[CH:8][CH:9]=[C:10]([C:11]3[C:16]([CH3:17])=[CH:15][C:14]([CH3:18])=[CH:13][C:12]=3[O:19][CH3:20])[N:5]2[N:4]=1)[CH3:2].C(O)(=O)C>C(O)C.O.[Zn]>[CH2:1]([C:3]1[C:23]([NH2:24])=[C:6]2[C:7]([O:21][CH3:22])=[CH:8][CH:9]=[C:10]([C:11]3[C:16]([CH3:17])=[CH:15][C:14]([CH3:18])=[CH:13][C:12]=3[O:19][CH3:20])[N:5]2[N:4]=1)[CH3:2]. Reported procedure: 2-Ethyl-4-methoxy-7-(2-methoxy-4,6-dimethylphenyl)-3-nitropyrazolo[1,5-a]pyridine (185 mg) was dissolved in a mixture of ethanol (7 mL) and water (7.5 mL), and then acetic acid (0.3 mL) and zinc powder (185 mg) were added and the reaction mixture was heated at 60° C. for 20 minutes. The reaction mixture was filtered with celite, and the obtained filtrate was concentrated under reduced pressure. Water was added, extraction was performed with ethyl acetate, the extract was washed with saturated aq... Yields the product C(C)C1=NN2C(C(=CC=C2C2=C(C=C(C=C2C)C)OC)OC)=C1N (2-ethyl-4-methoxy-7-(2-methoxy-4,6-dimethylphenyl)pyrazolo[1,5-a]pyridin-3-amine), crude product. The reactants are C(C)C1=CC=C(C=C1)C1=C(N=C(N=N1)C(=O)OCC)C1=CC=CC=C1 (ethyl 6-(4-ethyl-phenyl)-5-phenyl-1,2,4-triazine-3-carboxylate), C(=CC)N1CCCC1 (1-propenyl-pyrrolidine), C(C)C1=CC=C(C=C1)C1=C(N=C(N=N1)C(=O)OCC)C1=CC=CC=C1 (ethyl 6-(4-ethyl-phenyl)-5-phenyl-1,2,4-triazine-3-carboxylate), C(=CC)N1CCCC1 (1-propenyl-pyrrolidine). Solvent: C(Cl)(Cl)Cl (CHCl3). Product: C(C)C1=CC=C(C=C1)C=1C=C(C(=NC1C1=CC=CC=C1)C(=O)OCC)C (Ethyl 5-(4-Ethylphenyl)-3-methyl-6-phenyl-pyridine-2-carboxylate). RXN SMILES: [CH2:1]([C:3]1[CH:8]=[CH:7][C:6]([C:9]2N=N[C:12]([C:15]([O:17][CH2:18][CH3:19])=[O:16])=[N:11][C:10]=2[C:20]2[CH:25]=[CH:24][CH:23]=[CH:22][CH:21]=2)=[CH:5][CH:4]=1)[CH3:2].[CH:26](N1CCCC1)=[CH:27][CH3:28]>C(Cl)(Cl)Cl>[CH2:1]([C:3]1[CH:8]=[CH:7][C:6]([C:9]2[CH:26]=[C:27]([CH3:28])[C:12]([C:15]([O:17][CH2:18][CH3:19])=[O:16])=[N:11][C:10]=2[C:20]2[CH:25]=[CH:24][CH:23]=[CH:22][CH:21]=2)=[CH:5][CH:4]=1)[CH3:2]. Procedure: Following General Procedure D, ethyl 6-(4-ethylphenyl)-5-phenyl-1,2,4-triazine-3-carboxylate (Compound 13, 200 mg, 0.60 mmol) and crude 1-propenyl-pyrrolidine (Compound 39, 2 g) in CHCl3 (10 ml) were reacted to produce the title compound as a yellow oil. The reactants are [Li]CCCC, C1CCOC1, Cc1cnccc1NC(=O)OC(C)(C)C, O=Cc1cccnc1F. The product is CC(C)(C)OC(=O)Nc1ccncc1CC(O)c1cccnc1F. As a reaction SMILES: [CH2:16]([Li:17])[CH2:18][CH2:19][CH3:20].[CH2:30]1[O:31][CH2:32][CH2:33][CH2:34]1.[CH3:1][c:2]1[cH:3][n:4][cH:5][cH:6][c:7]1[NH:8][C:9]([O:10][C:11]([CH3:12])([CH3:13])[CH3:14])=[O:15].[F:21][c:22]1[c:23]([CH:24]=[O:25])[cH:26][cH:27][cH:28][n:29]1>>[CH2:1]([c:2]1[cH:3][n:4][cH:5][cH:6][c:7]1[NH:8][C:9]([O:10][C:11]([CH3:12])([CH3:13])[CH3:14])=[O:15])[CH:24]([c:23]1[c:22]([F:21])[n:29][cH:28][cH:27][cH:26]1)[OH:25]. Reactants: Cl.CC1=NC(=NC=C1)N1CCNCC1 (4-methyl-2-piperazin-1-yl-pyrimidine hydrochloride), O=C1CCC=2C=CC(=NC2N1)OCCCC=O (4-(7-oxo-5,6,7,8-tetrahydro-[1,8]naphthyridin-2-yloxy)-butyraldehyde). Yields the product CC1=NC(=NC=C1)N1CCN(CC1)CCCCOC1=CC=C2CCC(NC2=N1)=O (7-{4-[4-(4-Methyl-pyrimidin-2-yl)-piperazin-1-yl]-butoxy}-3,4-dihydro-1H-[1,8]naphthyridin-2-one). RXN SMILES: Cl.[CH3:2][C:3]1[CH:8]=[CH:7][N:6]=[C:5]([N:9]2[CH2:14][CH2:13][NH:12][CH2:11][CH2:10]2)[N:4]=1.[O:15]=[C:16]1[NH:25][C:24]2[N:23]=[C:22]([O:26][CH2:27][CH2:28][CH2:29][CH:30]=O)[CH:21]=[CH:20][C:19]=2[CH2:18][CH2:17]1>>[CH3:2][C:3]1[CH:8]=[CH:7][N:6]=[C:5]([N:9]2[CH2:10][CH2:11][N:12]([CH2:30][CH2:29][CH2:28][CH2:27][O:26][C:22]3[N:23]=[C:24]4[C:19]([CH2:18][CH2:17][C:16](=[O:15])[NH:25]4)=[CH:20][CH:21]=3)[CH2:13][CH2:14]2)[N:4]=1 |f:0.1|. Procedure details: In a manner similar to that of other examples above, 4-methyl-2-piperazin-1-yl-pyrimidine hydrochloride (U.S. Pat. No. 6,303,603) was coupled by reductive amination to 4-(7-oxo-5,6,7,8-tetrahydro-[1,8]naphthyridin-2-yloxy)-butyraldehyde followed by typical workup and purification to give the title compound. MS: APCI: M+1: 397.2 (Exact Mass: 396.23). Reactants: CS(=O)(=O)C1=CC=C(C=C1)[C@@H]1N(CC[C@H](C1)C1=CC(NO1)=O)C(=O)OC (Trans-methyl 2-(4-(methylsulfonyl)phenyl)-4-(3-oxo-2,3-dihydroisoxazol-5-yl)piperidine-1-carboxylate), Br (hydrogen bromide). Run at time 20 hour. Yields the product CS(=O)(=O)C1=CC=C(C=C1)[C@@H]1NCC[C@H](C1)C1=CC(NO1)=O (5-(trans-2-(4-(methylsulfonyl)phenyl)piperidin-4-yl)isoxazol-3(2H)-one). Yield: 46.7%. Reaction SMILES: [CH3:1][S:2]([C:5]1[CH:10]=[CH:9][C:8]([C@H:11]2[CH2:16][C@H:15]([C:17]3[O:21][NH:20][C:19](=[O:22])[CH:18]=3)[CH2:14][CH2:13][N:12]2C(OC)=O)=[CH:7][CH:6]=1)(=[O:4])=[O:3].Br>>[CH3:1][S:2]([C:5]1[CH:10]=[CH:9][C:8]([C@H:11]2[CH2:16][C@H:15]([C:17]3[O:21][NH:20][C:19](=[O:22])[CH:18]=3)[CH2:14][CH2:13][NH:12]2)=[CH:7][CH:6]=1)(=[O:4])=[O:3]. Procedure: Trans-methyl 2-(4-(methylsulfonyl)phenyl)-4-(3-oxo-2,3-dihydroisoxazol-5-yl)piperidine-1-carboxylate (301 mg, 0.79 mmol) was dissolved in hydrogen bromide (33% in acetic acid, 2 mL, 28.55 mmol) and stirred at room temperature for 20 h. The solvent was evaporated and the residue purified by preparative HPLC (Instrument: FractionLynx II, Mobilphase: gradient 5-95% MeCN in 0.2% NH3, pH 10, Column: Xbridge Prep C18 5 μm OBD 19*150 mm) to yield 5-(trans-2-(4-(methylsulfonyl)phenyl)piperidin-4-yl)isox... The reactants are CC(C)(C)OC(=O)CC1CCN(CC(=O)O)C(=O)c2ccccc21, NC1CCC(CNc2nc3ccccc3[nH]2)CC1. Product: CC(C)(C)OC(=O)CC1CCN(CC(=O)NC2CCC(CNc3nc4ccccc4[nH]3)CC2)C(=O)c2ccccc21. Reaction SMILES: [C:1]([CH3:2])([CH3:3])([CH3:4])[O:5][C:6]([CH2:7][CH:8]1[CH2:9][CH2:10][N:11]([CH2:20][C:21](=[O:22])[OH:23])[C:12](=[O:19])[c:13]2[c:14]1[cH:15][cH:16][cH:17][cH:18]2)=[O:24].[NH2:25][CH:26]1[CH2:27][CH2:28][CH:29]([CH2:32][NH:33][c:34]2[n:35][c:36]3[c:37]([nH:38]2)[cH:39][cH:40][cH:41][cH:42]3)[CH2:30][CH2:31]1>>[C:1]([CH3:2])([CH3:3])([CH3:4])[O:5][C:6]([CH2:7][CH:8]1[CH2:9][CH2:10][N:11]([CH2:20][C:21](=[O:22])[NH:25][CH:26]2[CH2:27][CH2:28][CH:29]([CH2:32][NH:33][c:34]3[nH:35][c:36]4[c:37]([n:38]3)[cH:39][cH:40][cH:41][cH:42]4)[CH2:30][CH2:31]2)[C:12](=[O:19])[c:13]2[c:14]1[cH:15][cH:16][cH:17][cH:18]2)=[O:24].